This data is from the Open Reaction Database (ORD), a public repository of structured organic reaction records. The task is: describe an organic reaction: reactants, conditions, products, and yield The reactants are C(C1=CC=CC=C1)OC1=CC=C(CN2N=C(C(=C2)/C=C/C(=O)OCC)C2=CC=CC=C2)C=C1 (ethyl(E)-3-[1-(4-benzyloxybenzyl)-3-phenyl-1H-pyrazol-4-yl]propenoate). The reagents and catalysts are [C].[Pd] (palladium-carbon). The solvent is O1CCCC1 (tetrahydrofuran). Conditions: time 5 hour. The product is OC1=CC=C(CN2N=C(C(=C2)CCC(=O)OCC)C2=CC=CC=C2)C=C1 (ethyl 3-[1-(4-hydroxybenzyl)-3-phenyl-1H-pyrazol-4-yl]propionate). Isolated yield 98.2%. As a reaction SMILES: C([O:8][C:9]1[CH:33]=[CH:32][C:12]([CH2:13][N:14]2[CH:18]=[C:17](/[CH:19]=[CH:20]/[C:21]([O:23][CH2:24][CH3:25])=[O:22])[C:16]([C:26]3[CH:31]=[CH:30][CH:29]=[CH:28][CH:27]=3)=[N:15]2)=[CH:11][CH:10]=1)C1C=CC=CC=1>[C].[Pd].O1CCCC1>[OH:8][C:9]1[CH:10]=[CH:11][C:12]([CH2:13][N:14]2[CH:18]=[C:17]([CH2:19][CH2:20][C:21]([O:23][CH2:24][CH3:25])=[O:22])[C:16]([C:26]3[CH:31]=[CH:30][CH:29]=[CH:28][CH:27]=3)=[N:15]2)=[CH:32][CH:33]=1 |f:1.2|. Reported procedure: A mixture of ethyl(E)-3-[1-(4-benzyloxybenzyl)-3-phenyl-1H-pyrazol-4-yl]propenoate (12.13 g), 5% palladium-carbon (10.22 g) and tetrahydrofuran (100 ml) was stirred for 5 hours under a hydrogen atmosphere. After the palladium-carbon was removed by filtration, the filtrate was concentrated to obtain ethyl 3-[1-(4-hydroxybenzyl)-3-phenyl-1H-pyrazol-4-yl]propionate (9.52 g, yield 98%) as a colorless oily substance. Starting materials: COC(=O)C=1C=C2C(=NC1)N(C(=C2)C(=CC(C)C)OS(=O)(=O)C2=CC=C(C=C2)C)S(=O)(=O)C2=CC=CC=C2 (1-benzenesulfonyl-2-[3-methyl-1-(toluene-4-sulfonyloxy)-but-1-enyl]-1H-pyrrolo[2,3-b]pyridin-5-carboxylic acid methyl ester), CS(=O)(=O)C1=CC=C(C=C1)B(O)O (4-(methanesulfonyl)phenylboronic acid), C([O-])([O-])=O.[Na+].[Na+] (sodium carbonate). The reagents and catalysts are Cl[Pd]([P](C1=CC=CC=C1)(C2=CC=CC=C2)C3=CC=CC=C3)([P](C4=CC=CC=C4)(C5=CC=CC=C5)C6=CC=CC=C6)Cl (dichlorobis(triphenylphosphine)palladium). Run in C(C)(=O)OCC (ethyl acetate), O1CCOCC1 (dioxane). Product: COC(=O)C=1C=C2C(=NC1)N(C(=C2)C(=CC(C)C)C2=CC=C(C=C2)S(=O)(=O)C)S(=O)(=O)C2=CC=CC=C2 (1-benzenesulfonyl-2-[1-(4-methanesulfonyl-phenyl)-3-methyl-but-1-enyl]-1H-pyrrolo[2,3-b]pyridin-5-carboxylic acid methyl ester). The yield is 72.5%. Reaction SMILES: [CH3:1][O:2][C:3]([C:5]1[CH:6]=[C:7]2[CH:13]=[C:12]([C:14](OS(C3C=CC(C)=CC=3)(=O)=O)=[CH:15][CH:16]([CH3:18])[CH3:17])[N:11]([S:30]([C:33]3[CH:38]=[CH:37][CH:36]=[CH:35][CH:34]=3)(=[O:32])=[O:31])[C:8]2=[N:9][CH:10]=1)=[O:4].[CH3:39][S:40]([C:43]1[CH:48]=[CH:47][C:46](B(O)O)=[CH:45][CH:44]=1)(=[O:42])=[O:41].C(=O)([O-])[O-].[Na+].[Na+]>O1CCOCC1.C(OCC)(=O)C.Cl[Pd](Cl)([P](C1C=CC=CC=1)(C1C=CC=CC=1)C1C=CC=CC=1)[P](C1C=CC=CC=1)(C1C=CC=CC=1)C1C=CC=CC=1>[CH3:1][O:2][C:3]([C:5]1[CH:6]=[C:7]2[CH:13]=[C:12]([C:14]([C:46]3[CH:47]=[CH:48][C:43]([S:40]([CH3:39])(=[O:42])=[O:41])=[CH:44][CH:45]=3)=[CH:15][CH:16]([CH3:18])[CH3:17])[N:11]([S:30]([C:33]3[CH:34]=[CH:35][CH:36]=[CH:37][CH:38]=3)(=[O:32])=[O:31])[C:8]2=[N:9][CH:10]=1)=[O:4] |f:2.3.4,^1:72,91|. Procedure: To a mixture of 1-benzenesulfonyl-2-[3-methyl-1-(toluene-4-sulfonyloxy)-but-1-enyl]-1H-pyrrolo[2,3-b]pyridin-5-carboxylic acid methyl ester (1.2 g, 2.1 mmol), 4-(methanesulfonyl)phenylboronic acid (1.0 g, 5.2 mmol), dichlorobis(triphenylphosphine)palladium (II) (150 mg, 0.21 mmol) in dioxane (10 mL) was added an aqueous sodium carbonate solution (2 M, 5.2 mL). The resulting mixture was subjected to microwave irradiation for 120 min at 100° C. The mixture was diluted with ethyl acetate (150 mL), ... The reactants are C(CCCC)C1=CC=C(C=C1)OC(C1=CC=C(C=C1)OCC1=CC=CC=C1)=O (4-benzyloxy-benzoic acid 4-pentyl-phenyl ester), C1CCCCC1 (cyclohexane). Reagents/catalysts: [OH-].[OH-].[Pd+2] (palladium hydroxide/carbon). Solvent: C(C)O (ethanol). Product: C(CCCC)C1=CC=C(C=C1)OC(C1=CC=C(C=C1)O)=O (4-hydroxy-benzoic acid 4-pentyl-phenyl ester). The yield is 93.2%. RXN SMILES: [CH2:1]([C:6]1[CH:11]=[CH:10][C:9]([O:12][C:13](=[O:28])[C:14]2[CH:19]=[CH:18][C:17]([O:20]CC3C=CC=CC=3)=[CH:16][CH:15]=2)=[CH:8][CH:7]=1)[CH2:2][CH2:3][CH2:4][CH3:5].C1CCCCC1>[OH-].[OH-].[Pd+2].C(O)C>[CH2:1]([C:6]1[CH:11]=[CH:10][C:9]([O:12][C:13](=[O:28])[C:14]2[CH:15]=[CH:16][C:17]([OH:20])=[CH:18][CH:19]=2)=[CH:8][CH:7]=1)[CH2:2][CH2:3][CH2:4][CH3:5] |f:2.3.4|. Procedure: 15.6 g (41.5 mmol) of 4-benzyloxy-benzoic acid 4-pentyl-phenyl ester, 25 mL of cyclohexane and 0.78 g of palladium hydroxide/carbon were added to 100 mL of dehydrated ethanol and refluxed for 10 hours in the presence of argon. The resulting reaction mixture was filtered and the filtrate was concentrated. The residue was recrystallized from toluene to obtain 11.0 g of a white solid. The reactants are C1(CCCCC1)N=C=NC1CCCCC1 (N,N'-dicyclohexylcarbodiimide), ON1N=NC2=C1C=CC=C2 (1-hydroxybenzotriazole), C1(=CC=CC=C1)C(C(=O)O)C1=CC=CC=C1 (diphenylacetic acid), COC(=O)[C@@H]1CC2=C(CN1)N=CN2CC2=CC(=C(C=C2)[N+](=O)[O-])C ((S)-1-(3-methyl-4-nitrophenyl)methyl-4,5,6,7-tetrahydro-1H-imidazo[4,5-c]pyridine-6-carboxylic acid methyl ester). Solvent: C(C)#N (Acetonitrile), C(C)#N (acetonitrile). Run at time 20 minute. Product: COC(=O)[C@@H]1CC2=C(CN1C(C(C1=CC=CC=C1)C1=CC=CC=C1)=O)N=CN2CC2=CC(=C(C=C2)[N+](=O)[O-])C ((S)-5-diphenylacetyl-1-(3-methyl-4-nitrophenyl)methyl-4,5,6,7-tetrahydro-1H-imidazo[4,5-c]pyridine-6-carboxylic acid methyl ester). Isolated yield 105.5%. As a reaction SMILES: C1(N=C=NC2CCCCC2)CCCCC1.ON1C2C=CC=CC=2N=N1.[C:26]1([CH:32]([C:36]2[CH:41]=[CH:40][CH:39]=[CH:38][CH:37]=2)[C:33]([OH:35])=O)[CH:31]=[CH:30][CH:29]=[CH:28][CH:27]=1.[CH3:42][O:43][C:44]([C@H:46]1[NH:51][CH2:50][C:49]2[N:52]=[CH:53][N:54]([CH2:55][C:56]3[CH:61]=[CH:60][C:59]([N+:62]([O-:64])=[O:63])=[C:58]([CH3:65])[CH:57]=3)[C:48]=2[CH2:47]1)=[O:45]>C(#N)C>[CH3:42][O:43][C:44]([C@H:46]1[N:51]([C:33](=[O:35])[CH:32]([C:26]2[CH:27]=[CH:28][CH:29]=[CH:30][CH:31]=2)[C:36]2[CH:41]=[CH:40][CH:39]=[CH:38][CH:37]=2)[CH2:50][C:49]2[N:52]=[CH:53][N:54]([CH2:55][C:56]3[CH:61]=[CH:60][C:59]([N+:62]([O-:64])=[O:63])=[C:58]([CH3:65])[CH:57]=3)[C:48]=2[CH2:47]1)=[O:45]. Procedure details: Acetonitrile (16 ml) was added to a mixture of N,N'-dicyclohexylcarbodiimide (DCCI) (2.1080 g, 0.01022 mol), 1-hydroxybenzotriazole (HBTA) (1.3806 g, 0.01022 mol), and diphenylacetic acid (2.1685 g, 0.01022 mol), followed by stirring at room temperature for 20 minutes. A solution of (S)-1-(3-methyl-4-nitrophenyl)methyl-4,5,6,7-tetrahydro-1H-imidazo[4,5-c]pyridine-6-carboxylic acid methyl ester (VI-2) (2.7000 g, 0.00817 mol) in acetonitrile (14 ml) was added to the suspension, and the mixture was...